Dataset: the Open Reaction Database (ORD), a public repository of structured organic reaction records. Task: describe an organic reaction: reactants, conditions, products, and yield The reactants are ClC(C(=O)OC)C(CC)=O (methyl 2-chloro-3-oxovalerate), C(C)(=O)[O-].[NH4+] (ammonium acetate). The solvent is CO (methanol). Run at time 4 hour. Product: NC(=C(C(=O)OC)Cl)CC (Methyl 3-amino-2-chloro-2-pentenoate). Yield: 94.7%. As a reaction SMILES: [Cl:1][CH:2]([C:7](=O)[CH2:8][CH3:9])[C:3]([O:5][CH3:6])=[O:4].C([O-])(=O)C.[NH4+:15]>CO>[NH2:15][C:7]([CH2:8][CH3:9])=[C:2]([Cl:1])[C:3]([O:5][CH3:6])=[O:4] |f:1.2|. Procedure: A solution of 576.1 g (3.5 mol) of methyl 2-chloro-3-oxovalerate and 674.5 g (8.75 mol) of ammonium acetate in 1.2 l of methanol is heated at 65° C. with stirring for a period of 4 h. After cooling, the solvent is removed in vacuo, the residue is taken up in 2.5 l of diisopropyl ether, and the solid is removed. The solid is dissolved in a little water and subsequently extracted with ethyl acetate. The organic fractions are combined, dried over MgSO4 and evaporated in vacuo. Yield: 94.7% [GC] The reactants are ClC1=NC=C(C(=C1)Cl)C (2,4-dichloro-5-methyl-pyridine), [OH-].[Na+] (NaOH), CO (methanol). Run in O (water). Yields the product ClC1=NC=C(C(=C1)OC)C (2-chloro-4-methoxy-5-methyl-pyridine). As a reaction SMILES: [Cl:1][C:2]1[CH:7]=[C:6](Cl)[C:5]([CH3:9])=[CH:4][N:3]=1.[OH-:10].[Na+].[CH3:12]O>O>[Cl:1][C:2]1[CH:7]=[C:6]([O:10][CH3:12])[C:5]([CH3:9])=[CH:4][N:3]=1 |f:1.2|. Procedure details: To a solution of 2,4-dichloro-5-methyl-pyridine (337 mg, 2.08 mmol) in methanol (10 mL), NaOH (93 mg, 2.33 mmol) is added. The mixture is refluxed for 5 days before it is cooled to rt, diluted with water and extracted with EA. The org. extract is dried over MgSO4, filtered and concentrated to give 2-chloro-4-methoxy-5-methyl-pyridine (240 mg) as a white solid; 1H NMR (CDCl3): δ 2.15 (s, 3H), 3.90 (s, 3H), 6.77 (s, 1H), 8.02 (s, 1H); 13C NMR (CDCl): δ 12.67, 55.60, 105.77, 121.77, 149.50, 150.29,... The reactants are BrC=1C=C2C=CC=NC2=CC1 (6-bromoquinoline), CN(C1=CC=C(C=C1)B(O)O)C ((4-(dimethylamino)phenyl)boronic acid). The product is CN(C1=CC=C(C=C1)C=1C=C2C=CC=NC2=CC1)C (N,N-Dimethyl-4-(quinolin-6-yl)aniline), solid. Yield: 67.0%. RXN SMILES: Br[C:2]1[CH:3]=[C:4]2[C:9](=[CH:10][CH:11]=1)[N:8]=[CH:7][CH:6]=[CH:5]2.[CH3:12][N:13]([CH3:23])[C:14]1[CH:19]=[CH:18][C:17](B(O)O)=[CH:16][CH:15]=1>>[CH3:12][N:13]([CH3:23])[C:14]1[CH:19]=[CH:18][C:17]([C:2]2[CH:3]=[C:4]3[C:9](=[CH:10][CH:11]=2)[N:8]=[CH:7][CH:6]=[CH:5]3)=[CH:16][CH:15]=1. Procedure details: N,N-Dimethyl-4-(quinolin-6-yl)aniline T505 was prepared using general procedure A from 6-bromoquinoline (52 mg, 0.25 mmol) and (4-(dimethylamino)phenyl)boronic acid (41 mg, 0.25 mmol). The product T505 was obtained as a yellow solid (42 mg, 67%). 1H NMR (400 MHz, CDCl3): δ 8.85 (dd, J=4.4, 1.6 Hz, 1H), 8.15 (m. 2H), 7.97 (dd, J=8.4, 1.6 Hz, 1H), 7.92 (d, J=2.0 Hz, 1H), 7.63 (m, 2H), 7.38 (dd, J=8.4, 4.4 Hz, 1H), 6.84 (m, 2H), 3.01 (s, 6H); MS (ESI): 249 (M+H+). Starting materials: CC(C)Br, CCO, Nc1ccccc1S, [Na+], [OH-]. Product: CC(C)Sc1ccccc1N. RXN SMILES: [Br:11][CH:12]([CH3:13])[CH3:14].[CH3:15][CH2:16][OH:17].[NH2:1][c:2]1[c:3]([SH:8])[cH:4][cH:5][cH:6][cH:7]1.[Na+:10].[OH-:9]>>[NH2:1][c:2]1[c:3]([S:8][CH:12]([CH3:13])[CH3:14])[cH:4][cH:5][cH:6][cH:7]1. Starting materials: CNC (dimethylamine), CN(CCCCCC(=O)OC(CCC\C=C/CCCCC)C(CCC\C=C/CCCCC)CCC\C=C/CCCCC)C ((6Z,16Z)-12-((Z)-dec-4-enyl)docosa-6,16-dien-11-yl 6-(dimethylamino)hexanoate). The solvent is C(C)O (ethanol). The product is CN(CCCCCC(=O)OC(CC\C=C/CCCCC)C(CCC\C=C/CCCCC)CCC\C=C/CCCCC)C ((6Z,15Z)-11-((Z)-dec-4-enyl)henicosa-6,15-dien-10-yl 6-(dimethylamino)hexanoate), oil. Yield: 92.0%. As a reaction SMILES: [CH3:1][N:2]([CH3:43])[CH2:3][CH2:4][CH2:5][CH2:6][CH2:7][C:8]([O:10][CH:11]([CH:22]([CH2:33][CH2:34][CH2:35]/[CH:36]=[CH:37]\[CH2:38][CH2:39][CH2:40][CH2:41][CH3:42])[CH2:23][CH2:24][CH2:25]/[CH:26]=[CH:27]\[CH2:28][CH2:29][CH2:30][CH2:31][CH3:32])[CH2:12][CH2:13][CH2:14]/[CH:15]=[CH:16]\[CH2:17][CH2:18][CH2:19][CH2:20]C)=[O:9].CNC>C(O)C>[CH3:43][N:2]([CH3:1])[CH2:3][CH2:4][CH2:5][CH2:6][CH2:7][C:8]([O:10][CH:11]([CH:22]([CH2:23][CH2:24][CH2:25]/[CH:26]=[CH:27]\[CH2:28][CH2:29][CH2:30][CH2:31][CH3:32])[CH2:33][CH2:34][CH2:35]/[CH:36]=[CH:37]\[CH2:38][CH2:39][CH2:40][CH2:41][CH3:42])[CH2:12][CH2:13]/[CH:14]=[CH:15]\[CH2:16][CH2:17][CH2:18][CH2:19][CH3:20])=[O:9]. Reported procedure: Using an analogous procedure to that described for the synthesis of (6Z,16Z)-12-((Z)-dec-4-enyl)docosa-6,16-dien-11-yl 6-(dimethylamino)hexanoate 11, (6Z,15Z)-11-((Z)-dec-4-enyl)henicosa-6,15-dien-10-yl 6-(dimethylamino)hexanoate 21 was obtained as a colorless oil (1.2 g, 92%) from 5.6 M dimethylamine in ethanol (15 mL). 1H NMR (400 MHz, CDCl3) δ 5.44-5.28 (m, 6H), 4.95-4.88 (m, 1H), 2.33-2.19 (m, 10H), 2.08-1.90 (m, 12H), 1.70-1.23 (m, 9H), 1.23-1.14 (m, 26H), 0.93-0.85 (m, 9H). Rf 0.15 (10% Me... The reactants are O=C(n1ccnc1)n1ccnc1, COC(CNCCc1ccc(F)cc1)OC, Cc1nc(N)sc1C(=O)NCc1cccnc1, C1CCOC1. The product is COC(CN(CCc1ccc(F)cc1)C(=O)Nc1nc(C)c(C(=O)NCc2cccnc2)s1)OC. As a reaction SMILES: [C:18](=[O:19])([n:20]1[cH:21][cH:22][n:23][cH:24]1)[n:25]1[cH:26][cH:27][n:28][cH:29]1.[F:30][c:31]1[cH:32][cH:33][c:34]([CH2:35][CH2:36][NH:37][CH2:38][CH:39]([O:40][CH3:41])[O:42][CH3:43])[cH:44][cH:45]1.[NH2:1][c:2]1[s:3][c:4]([C:8](=[O:9])[NH:10][CH2:11][c:12]2[cH:13][n:14][cH:15][cH:16][cH:17]2)[c:5]([CH3:7])[n:6]1.[O:46]1[CH2:47][CH2:48][CH2:49][CH2:50]1>>[NH:1]([c:2]1[s:3][c:4]([C:8](=[O:9])[NH:10][CH2:11][c:12]2[cH:13][n:14][cH:15][cH:16][cH:17]2)[c:5]([CH3:7])[n:6]1)[C:18](=[O:19])[N:37]([CH2:36][CH2:35][c:34]1[cH:33][cH:32][c:31]([F:30])[cH:45][cH:44]1)[CH2:38][CH:39]([O:40][CH3:41])[O:42][CH3:43]. Starting materials: CC(=O)[O-], CCO, Cc1nn(-c2ncccc2C=O)cc1CN1CCC2(CC1)OCC(F)(F)c1cc(Cl)sc12, Cl, NO, [Na+]. Yields the product Cc1nn(-c2ncccc2C=NO)cc1CN1CCC2(CC1)OCC(F)(F)c1cc(Cl)sc12. As a reaction SMILES: [C:36]([O-:37])(=[O:38])[CH3:39].[CH3:41][CH2:42][OH:43].[Cl:1][c:2]1[cH:3][c:4]2[c:5]([s:32]1)[C:6]1([O:7][CH2:8][C:9]2([F:10])[F:11])[CH2:12][CH2:13][N:14]([CH2:17][c:18]2[c:19]([CH3:31])[n:20][n:21](-[c:23]3[n:24][cH:25][cH:26][cH:27][c:28]3[CH:29]=[O:30])[cH:22]2)[CH2:15][CH2:16]1.[ClH:33].[NH2:34][OH:35].[Na+:40]>>[Cl:1][c:2]1[cH:3][c:4]2[c:5]([s:32]1)[C:6]1([O:7][CH2:8][C:9]2([F:10])[F:11])[CH2:12][CH2:13][N:14]([CH2:17][c:18]2[c:19]([CH3:31])[n:20][n:21](-[c:23]3[n:24][cH:25][cH:26][cH:27][c:28]3[CH:29]=[N:34][OH:35])[cH:22]2)[CH2:15][CH2:16]1.